describe an organic reaction: reactants, conditions, products, and yield From a dataset of the Open Reaction Database (ORD), a public repository of structured organic reaction records. Reactants: C(=O)C1=C(C=C(S1)C(=O)O)C (5-formyl-4-methyl-thiophene-2-carboxylic acid), OCC(=O)NC[C@@H](COC1=C(C=C(C=C1C)C(NO)=N)C)O ((S)-2-hydroxy-N-{2-hydroxy-3-[4-(N-hydroxycarbamimidoyl)-2,6-dimethyl-phenoxy]-propyl}-acetamide). Product: C(=O)C1=C(C=C(S1)C1=NC(=NO1)C1=CC(=C(OC[C@H](CNC(CO)=O)O)C(=C1)C)C)C ((2S)—N-(3-{4-[5-(5-Formyl-4-methyl-thiophen-2-yl)-[1,2,4]oxadiazol-3-yl]-2,6-dimethyl-phenoxy}-2-hydroxy-propyl)-2-hydroxy-acetamide). Reaction SMILES: [CH:1]([C:3]1[S:7][C:6]([C:8]([OH:10])=O)=[CH:5][C:4]=1[CH3:11])=[O:2].[OH:12][CH2:13][C:14]([NH:16][CH2:17][C@H:18]([OH:33])[CH2:19][O:20][C:21]1[C:26]([CH3:27])=[CH:25][C:24]([C:28](=[NH:31])[NH:29]O)=[CH:23][C:22]=1[CH3:32])=[O:15]>>[CH:1]([C:3]1[S:7][C:6]([C:8]2[O:10][N:31]=[C:28]([C:24]3[CH:23]=[C:22]([CH3:32])[C:21]([O:20][CH2:19][C@@H:18]([OH:33])[CH2:17][NH:16][C:14](=[O:15])[CH2:13][OH:12])=[C:26]([CH3:27])[CH:25]=3)[N:29]=2)=[CH:5][C:4]=1[CH3:11])=[O:2]. Reported procedure: The title compound is prepared according to Method A starting from 5-formyl-4-methyl-thiophene-2-carboxylic acid and (S)-2-hydroxy-N-{2-hydroxy-3-[4-(N-hydroxycarbamimidoyl)-2,6-dimethyl-phenoxy]-propyl}-acetamide; LC-MS*: tR=0.77 min; [M+1]+=445.92. Reactants: C(C)(=O)OCCC1=CC2=C(OC(=C2)S(N)(=O)=O)C=C1 (5-(2-acetoxyethyl)-2-sulfamoylbenzo[b]furan), [OH-].[Na+] (NaOH). Run in C(C)O (ethanol). Yields the product OCCC1=CC2=C(OC(=C2)S(N)(=O)=O)C=C1 (5-(2-Hydroxyethyl)-2-sulfamoylbenzo[b]furan). Reaction SMILES: C([O:4][CH2:5][CH2:6][C:7]1[CH:19]=[CH:18][C:10]2[O:11][C:12]([S:14](=[O:17])(=[O:16])[NH2:15])=[CH:13][C:9]=2[CH:8]=1)(=O)C.[OH-].[Na+]>C(O)C>[OH:4][CH2:5][CH2:6][C:7]1[CH:19]=[CH:18][C:10]2[O:11][C:12]([S:14](=[O:16])(=[O:17])[NH2:15])=[CH:13][C:9]=2[CH:8]=1 |f:1.2|. Procedure details: Saponification of 5-(2-acetoxyethyl)-2-sulfamoylbenzo[b]furan in ethanol with 10% aqueous NaOH at reflux provides the title compound. Reactants: CCOP(=O)(Cc1ccc(Nc2ncc(C(F)(F)F)c(Nc3ccc(C4CCC(C(=O)O)CC4)c4c3C(=O)N(C)C4)n2)c(OC)c1)OCC, CCCP(=O)(O)O, CCN(C(C)C)C(C)C, Cl, NO, CN(C)C=O. Product: CCOP(=O)(Cc1ccc(Nc2ncc(C(F)(F)F)c(Nc3ccc(C4CCC(C(=O)NO)CC4)c4c3C(=O)N(C)C4)n2)c(OC)c1)OCC. As a reaction SMILES: [CH2:17]([CH3:18])[O:19][P:20](=[O:21])([O:22][CH2:23][CH3:24])[CH2:25][c:26]1[cH:27][c:28]([O:64][CH3:65])[c:29]([NH:32][c:33]2[n:34][cH:35][c:36]([C:60]([F:61])([F:62])[F:63])[c:37]([NH:39][c:40]3[cH:41][cH:42][c:43]([CH:51]4[CH2:52][CH2:53][CH:54]([C:57](=[O:58])[OH:59])[CH2:55][CH2:56]4)[c:44]4[c:48]3[C:47](=[O:49])[N:46]([CH3:50])[CH2:45]4)[n:38]2)[cH:30][cH:31]1.[CH2:1]([P:2](=[O:3])([OH:4])[OH:5])[CH2:6][CH3:7].[CH:8]([N:9]([CH2:10][CH3:11])[CH:12]([CH3:13])[CH3:14])([CH3:15])[CH3:16].[ClH:66].[NH2:67][OH:68].[O:69]=[CH:70][N:71]([CH3:72])[CH3:73]>>[CH2:17]([CH3:18])[O:19][P:20](=[O:21])([O:22][CH2:23][CH3:24])[CH2:25][c:26]1[cH:27][c:28]([O:64][CH3:65])[c:29]([NH:32][c:33]2[n:34][cH:35][c:36]([C:60]([F:61])([F:62])[F:63])[c:37]([NH:39][c:40]3[cH:41][cH:42][c:43]([CH:51]4[CH2:52][CH2:53][CH:54]([C:57](=[O:59])[NH:67][OH:68])[CH2:55][CH2:56]4)[c:44]4[c:48]3[C:47](=[O:49])[N:46]([CH3:50])[CH2:45]4)[n:38]2)[cH:30][cH:31]1. Starting materials: Cl.CN (methylamine hydrochloride), C[Al](C)C (AlMe3), Cl (HCl), NC1=C(SC(=C1)C(C)(C)C)C(=O)OC (Methyl 3-amino-5-tert-butylthiophene-2-carboxylate), aluminum amide, [OH-].[K+] (KOH). Solvent: C1(=CC=CC=C1)C (toluene). Run at temperature 0 celsius, time 1 hour. The product is CNC(=O)C=1SC(=CC1N)C(C)(C)C (N-methyl-3-amino-5-tert-butylthiophene-2-carboxamide). The yield is 97.0%. Reaction SMILES: Cl.[CH3:2][NH2:3].C[Al](C)C.[NH2:8][C:9]1[CH:13]=[C:12]([C:14]([CH3:17])([CH3:16])[CH3:15])[S:11][C:10]=1[C:18]([O:20]C)=O.Cl.[OH-].[K+]>C1(C)C=CC=CC=1>[CH3:2][NH:3][C:18]([C:10]1[S:11][C:12]([C:14]([CH3:17])([CH3:16])[CH3:15])=[CH:13][C:9]=1[NH2:8])=[O:20] |f:0.1,5.6|. Procedure: A slurry of methylamine hydrochloride (9.51 g, 141 mmol, 3.1 equiv) in anh. toluene (600 mL) at 0° C. was treated with AlMe3 (2M in toluene, 70 mL, 141 mmol, 3.1 equiv) over 10 min. The resulting solution was stirred at 0° C. for 1 h then allowed to warm to room temp. and stirred for 40 min. Methyl 3-amino-5-tert-butylthiophene-2-carboxylate (9.87 g, 46 mmol) was added to the aluminum amide solution. The resulting mixture was heated at the reflux temp. for 3 d, cooled to 0° C., and a 6N HCl solu... Reactants: ClC1=CC=C(C=C1)N1C(=NC2=C(C1=O)C=NN2C2=CC=CC=C2)C2=CC=C(C=C2)I (5-(4-chloro-phenyl)-6-(4-iodo-phenyl)-1-phenyl-1,5-dihydro-pyrazolo[3,4-d]pyrimidin-4-one), FC=1C=C(C=CC1)B(O)O (3-fluorophenylboronic acid). Reagents/catalysts: C=1C=CC(=CC1)[P](C=2C=CC=CC2)(C=3C=CC=CC3)[Pd]([P](C=4C=CC=CC4)(C=5C=CC=CC5)C=6C=CC=CC6)([P](C=7C=CC=CC7)(C=8C=CC=CC8)C=9C=CC=CC9)[P](C=1C=CC=CC1)(C=1C=CC=CC1)C=1C=CC=CC1 (Pd(PPh3)4). Run at temperature 170 celsius. Yields the product ClC1=CC=C(C=C1)N1C(=NC2=C(C1=O)C=NN2C2=CC=CC=C2)C2=CC=C(C=C2)C2=CC(=CC=C2)F (5-(4-chloro-phenyl)-6-(3′-fluoro-biphenyl-4-yl)-1-phenyl-1,5-dihydro-pyrazolo[3,4-d]pyrimidin-4-one). Yield: 53.5%. Reaction SMILES: [Cl:1][C:2]1[CH:7]=[CH:6][C:5]([N:8]2[C:13](=[O:14])[C:12]3[CH:15]=[N:16][N:17]([C:18]4[CH:23]=[CH:22][CH:21]=[CH:20][CH:19]=4)[C:11]=3[N:10]=[C:9]2[C:24]2[CH:29]=[CH:28][C:27](I)=[CH:26][CH:25]=2)=[CH:4][CH:3]=1.[F:31][C:32]1[CH:33]=[C:34](B(O)O)[CH:35]=[CH:36][CH:37]=1>C1C=CC([P]([Pd]([P](C2C=CC=CC=2)(C2C=CC=CC=2)C2C=CC=CC=2)([P](C2C=CC=CC=2)(C2C=CC=CC=2)C2C=CC=CC=2)[P](C2C=CC=CC=2)(C2C=CC=CC=2)C2C=CC=CC=2)(C2C=CC=CC=2)C2C=CC=CC=2)=CC=1>[Cl:1][C:2]1[CH:7]=[CH:6][C:5]([N:8]2[C:13](=[O:14])[C:12]3[CH:15]=[N:16][N:17]([C:18]4[CH:23]=[CH:22][CH:21]=[CH:20][CH:19]=4)[C:11]=3[N:10]=[C:9]2[C:24]2[CH:29]=[CH:28][C:27]([C:36]3[CH:35]=[CH:34][CH:33]=[C:32]([F:31])[CH:37]=3)=[CH:26][CH:25]=2)=[CH:4][CH:3]=1 |^1:44,46,65,84|. Procedure details: A microwave reaction tube charged with 5-(4-chloro-phenyl)-6-(4-iodo-phenyl)-1-phenyl-1,5-dihydro-pyrazolo[3,4-d]pyrimidin-4-one (74.9 mg, 0.143 mmol), 3-fluorophenylboronic acid (39.9 mg, 0.285 mmol), and Pd(PPh3)4 (16.5 mg, 0.014 mmol) is purged with nitrogen. Toluene (3.5 mL) and Na2CO3 aqueous solution (2.0M, 0.75 mL) are added via syringe. The reaction mixture is heated in a microwave at 170° C. for 20 min, and is partitioned between water and ethyl acetate. The organic phase is washed with... The reactants are C1(=CC=CC=C1)[Mg]Br (phenylmagnesium bromide), C(C)(=O)C1=CC=CC=C1 (acetophenone), C(C)(=O)OC(C)=O (acetic anhydride). Run in C(C)(=O)O (acetic acid). Product: C1(=CC=CC=C1)C(=C)C1=CC=CC=C1 (1,1-Diphenylethylene). As a reaction SMILES: [C:1]1([Mg]Br)[CH:6]=[CH:5][CH:4]=[CH:3][CH:2]=1.[C:9]([C:12]1[CH:17]=[CH:16][CH:15]=[CH:14][CH:13]=1)(=O)[CH3:10].C(OC(=O)C)(=O)C>C(O)(=O)C>[C:1]1([C:9]([C:12]2[CH:17]=[CH:16][CH:15]=[CH:14][CH:13]=2)=[CH2:10])[CH:6]=[CH:5][CH:4]=[CH:3][CH:2]=1. Procedure: Crude DPE (Aldrich or from reaction of phenylmagnesium bromide with acetophenone, acetylation with acetic anhydride and thermal elimination of acetic acid) is distilled through a column having at least 50 theoretical plates (spinning-band column; a Sulzer packed column for larger amounts) to a purity of 99.8%. The usually slightly yellow distillate is filtered through a 20 cm Alox column (Woelm alumina for chromatography, anhydrous), titrated with 1.5N sec-butyllithium to a deep red color and di... Product: C(C)OC(C(CC1=CC=C(C=C1)Cl)(C#N)C1=CC=C(C=C1)Br)=O (4-Bromo-phenyl-3-(4-chloro-phenyl)-2-cyano-propionic acid ethyl ester). Run at temperature 85 celsius. Starting materials: C(C)OC(C(=CC1=CC=C(C=C1)Br)C#N)=O (3-(4-bromo-phenyl)-2-cyano-acrylic acid ethyl ester), ClC1=CC=C(C=C1)[Mg]Br (4-chlorophenylmagnesium bromide), C1(=CC=CC=C1)C (toluene), Cl (HCl). Isolated yield 91.0%. Procedure details: A solution of 3-(4-bromo-phenyl)-2-cyano-acrylic acid ethyl ester (1.5 g, 5.36 mmol) in dry toluene (12 ml) was added dropwise to 4-chlorophenylmagnesium bromide (0.5 M solution in tetrahydrofuran, 6.96 ml, 6.96 mmol) at 0° C. The reaction mixture was heated to 85° C. for 3 hours, poured onto ice, acidified with 1N HCl and extracted with ethyl acetate. The organic layer was separated, dried (MgSO4), filtered and concentrated, the crude product was purified over flash silica chromatography elutin... RXN SMILES: [CH2:1]([O:3][C:4](=[O:16])[C:5]([C:14]#[N:15])=[CH:6][C:7]1[CH:12]=[CH:11][C:10](Br)=[CH:9][CH:8]=1)[CH3:2].ClC1C=CC([Mg][Br:25])=CC=1.[ClH:26].[C:27]1(C)[CH:32]=[CH:31][CH:30]=[CH:29][CH:28]=1>>[CH2:1]([O:3][C:4](=[O:16])[C:5]([C:30]1[CH:31]=[CH:32][C:27]([Br:25])=[CH:28][CH:29]=1)([C:14]#[N:15])[CH2:6][C:7]1[CH:12]=[CH:11][C:10]([Cl:26])=[CH:9][CH:8]=1)[CH3:2].